From a dataset of the Open Reaction Database (ORD), a public repository of structured organic reaction records. describe an organic reaction: reactants, conditions, products, and yield Starting materials: C1(=CC=CC=C1)CCCN (3-phenylpropan-1-amine), C1N(CC2=CC=CC=C12)C(=O)NC1=NC=C(C(=O)O)C=C1 (6-(isoindoline-2-carboxamido)nicotinic acid), C1N(CC2=CC=CC=C12)C(=O)NC1=CC=C(C(=O)O)C=C1 (4-(isoindoline-2-carboxamido)benzoic acid). The product is N1=C(C=CC=C1)N1CCN(CC1)C(=O)C=1C=CC(=NC1)NC(=O)N1CC2=CC=CC=C2C1 (N-(5-{[4-(pyridin-2-yl)piperazin-1-yl]carbonyl}pyridin-2-yl)-1,3-dihydro-2H-isoindole-2-carboxamide). Reaction SMILES: C1(CCC[NH2:10])C=CC=CC=1.[CH2:11]1[C:19]2[C:14](=[CH:15][CH:16]=[CH:17][CH:18]=2)[CH2:13][N:12]1[C:20]([NH:22][C:23]1[CH:31]=[CH:30][C:26]([C:27]([OH:29])=O)=[CH:25][N:24]=1)=[O:21].[CH2:32]1[C:40]2[C:35](=CC=CC=2)[CH2:34][N:33]1[C:41]([NH:43][C:44]1[CH:52]=[CH:51][C:47](C(O)=O)=CC=1)=O>>[N:43]1[CH:44]=[CH:52][CH:51]=[CH:47][C:41]=1[N:33]1[CH2:32][CH2:40][N:10]([C:27]([C:26]2[CH:30]=[CH:31][C:23]([NH:22][C:20]([N:12]3[CH2:11][C:19]4[C:14](=[CH:15][CH:16]=[CH:17][CH:18]=4)[CH2:13]3)=[O:21])=[N:24][CH:25]=2)=[O:29])[CH2:35][CH2:34]1. Procedure: The title compound was prepared as described in Example 1C, substituting N-(2-pyridyl)piperazine for 3-phenylpropan-1-amine and 6-(isoindoline-2-carboxamido)nicotinic acid for 4-(isoindoline-2-carboxamido)benzoic acid. 1H NMR (400 MHz, DMSO-d6) δ ppm 9.21 (s, 1H), 8.39 (dd, J=2.3, 0.8 Hz, 1H), 8.13 (dd, J=4.9, 1.9 Hz, 1H), 8.00 (dd, J=8.6, 0.8 Hz, 1H), 7.84 (dd, J=8.6, 2.4 Hz, 1H), 7.56 (ddd, J=8.7, 6.9, 1.9 Hz, 1H), 7.34-7.39 (m, 2H), 7.29-7.34 (m, 2H), 6.85 (d, J=8.5 Hz, 1H), 6.67 (dd, J=6.7, ... Starting materials: N1C(=NC2=C1C=CC=C2)C(=O)N2[C@@H]1CN([C@H](C2)C1)C([C@H](C(C)(C)C)N)=O ((2S)-1-[(1S,4S)-5-(1H-benzimidazol-2-ylcarbonyl)-2,5-diazabicyclo[2.2.1]hept-2-yl]-3,3-dimethyl-1-oxo-2-butanamine), CC1=CC=C2C=C(NC2=C1)C(=O)O (6-methyl-1H-indole-2-carboxylic acid), C(CCl)Cl (EDC), C=1C=CC2=C(C1)N=NN2O (HOBt), CN1CCOCC1 (NMM). Solvent: O (water), C(Cl)Cl (CH2Cl2), C(Cl)Cl (CH2Cl2). Product: N1C(=NC2=C1C=CC=C2)C(=O)N2[C@@H]1CN([C@H](C2)C1)C(=O)[C@H](C(C)(C)C)NC(=O)C=1NC2=CC(=CC=C2C1)C (N-((1S)-1-{[(1S,4S)-5-(1H-benzimidazol-2-ylcarbonyl)-2,5-diazabicyclo[2.2.1]hept-2-yl]carbonyl}-2,2-dimethylpropyl)-6-methyl-1H-indole-2-carboxamide). Isolated yield 60.2%. Reaction SMILES: [NH:1]1[C:5]2[CH:6]=[CH:7][CH:8]=[CH:9][C:4]=2[N:3]=[C:2]1[C:10]([N:12]1[CH2:17][C@@H:16]2[CH2:18][C@H:13]1[CH2:14][N:15]2[C:19](=[O:26])[C@@H:20]([NH2:25])[C:21]([CH3:24])([CH3:23])[CH3:22])=[O:11].[CH3:27][C:28]1[CH:36]=[C:35]2[C:31]([CH:32]=[C:33]([C:37](O)=[O:38])[NH:34]2)=[CH:30][CH:29]=1.C(Cl)CCl.C1C=CC2N(O)N=NC=2C=1.CN1CCOCC1>C(Cl)Cl.O>[NH:1]1[C:5]2[CH:6]=[CH:7][CH:8]=[CH:9][C:4]=2[N:3]=[C:2]1[C:10]([N:12]1[CH2:17][C@@H:16]2[CH2:18][C@H:13]1[CH2:14][N:15]2[C:19]([C@@H:20]([NH:25][C:37]([C:33]1[NH:34][C:35]2[C:31]([CH:32]=1)=[CH:30][CH:29]=[C:28]([CH3:27])[CH:36]=2)=[O:38])[C:21]([CH3:22])([CH3:23])[CH3:24])=[O:26])=[O:11]. Procedure: A solution of (2S)-1-[(1S,4S)-5-(1H-benzimidazol-2-ylcarbonyl)-2,5-diazabicyclo[2.2.1]hept-2-yl]-3,3-dimethyl-1-oxo-2-butanamine (120 mg, 0.34 mmol), 6-methyl-1H-indole-2-carboxylic acid (60 mg, 0.34 mmol), EDC (78 mg, 0.41 mmol), HOBt (9 mg, 0.068 mmol), NMM (103 mg, 1.02 mmol) in CH2Cl2 (2 mL) was stirred at room temperature for 18 h. The reaction was diluted with water and CH2Cl2 then washed with sat. NaHCO3 (20 mL) and brine (20 mL). The solution was dried over anhydrous Na2SO4 and concentra... Starting materials: C(C)(C)C1=NN2C(C=CC=C2)=C1C(C(C)C)O (1-(2-isopropylpyrazolo[1,5-a]pyridin-3-yl)-2-methylpropan-1-ol), P(Cl)(Cl)(Cl)(Cl)Cl (PCl5), N1=CC=CC=C1 (pyridine). Solvent: C1=CC=CC=C1 (benzene). Reaction conditions: time 3 hour. The product is C(C)(C)C1=NN2C(C=CC=C2)=C1C=C(C)C (2-isopropyl-3-(2-methylprop-1-enyl)pyrazolo[1,5-a]pyridine). Yield: 26.3%. RXN SMILES: [CH:1]([C:4]1[C:12]([CH:13](O)[CH:14]([CH3:16])[CH3:15])=[C:7]2[CH:8]=[CH:9][CH:10]=[CH:11][N:6]2[N:5]=1)([CH3:3])[CH3:2].P(Cl)(Cl)(Cl)(Cl)Cl.N1C=CC=CC=1>C1C=CC=CC=1>[CH:1]([C:4]1[C:12]([CH:13]=[C:14]([CH3:16])[CH3:15])=[C:7]2[CH:8]=[CH:9][CH:10]=[CH:11][N:6]2[N:5]=1)([CH3:3])[CH3:2]. Procedure details: To a solution of 9.2 g of 1-(2-isopropylpyrazolo[1,5-a]pyridin-3-yl)-2-methylpropan-1-one in 25 ml of MeOH was added 1.5 g of NaBH4. The solution was stirred at RT overnight. 10.25 g of oily 1-(2-isopropylpyrazolo[1,5-a]pyridin-3-yl)-2-methylpropan-1-ol was obtained after workup. 1.05 g of 1-(2-isopropylpyrazolo[1,5-a]pyridin-3-yl)-2-methylpropan-1-ol in 10 ml of benzene was treated with 0.92 g of PCl5 and 1 ml of pyridine with stirring for 3 hours at RT. The crude 2-isopropyl-3-(2-methylprop-1-... As a reaction SMILES: [C:37](=[O:38])([O-:39])[O-:40].[CH3:15].[CH3:35][I:36].[CH:16]([N-:17][CH:18]([CH3:19])[CH3:20])([CH3:21])[CH3:22].[K+:41].[K+:42].[Li+:23].[O:1]=[CH:2][CH2:3][CH2:4][CH2:5][c:6]1[cH:7][cH:8][c:9]([C:11](=[O:12])[O:13][CH3:14])[s:10]1.[O:24]1[CH2:25][CH2:26][CH2:27][CH2:28][CH:29]1[O:30][CH2:31][CH2:32][CH2:33][I:34]>>[OH:1][CH2:2][CH2:3][CH2:4][CH2:5][c:6]1[cH:7][cH:8][c:9]([C:11](=[O:12])[O:13][CH3:14])[s:10]1. The reactants are O=C([O-])[O-], [CH3], CI, CC(C)[N-]C(C)C, [K+], [K+], [Li+], COC(=O)c1ccc(CCCC=O)s1, ICCCOC1CCCCO1. Product: COC(=O)c1ccc(CCCCO)s1. The reactants are Cc1ccc(OCC(O)CN)cn1, O=C1CCN(c2ccc(CC3SC(=O)NC3=O)cc2)CC1. Yields the product Cc1ccc(OCC(O)CNC2CCN(c3ccc(CC4SC(=O)NC4=O)cc3)CC2)cn1. As a reaction SMILES: [NH2:1][CH2:2][CH:3]([CH2:4][O:5][c:6]1[cH:7][n:8][c:9]([CH3:12])[cH:10][cH:11]1)[OH:13].[O:14]=[C:15]1[CH2:16][CH2:17][N:18]([c:21]2[cH:22][cH:23][c:24]([CH2:25][CH:26]3[C:27](=[O:32])[NH:28][C:29](=[O:31])[S:30]3)[cH:33][cH:34]2)[CH2:19][CH2:20]1>>[NH:1]([CH2:2][CH:3]([CH2:4][O:5][c:6]1[cH:7][n:8][c:9]([CH3:12])[cH:10][cH:11]1)[OH:13])[CH:15]1[CH2:16][CH2:17][N:18]([c:21]2[cH:22][cH:23][c:24]([CH2:25][CH:26]3[C:27](=[O:32])[NH:28][C:29](=[O:31])[S:30]3)[cH:33][cH:34]2)[CH2:19][CH2:20]1. The reactants are ClC1=CC=C(N=N1)\N=C(\C(F)(F)F)/Cl ((1Z)-N-(6-Chloropyridazin-3-yl)-2,2,2-trifluoroethanimidoyl chloride), CON (methoxyamine). Solvent: O1CCCC1 (tetrahydrofuran). The product is ClC1=CC=C(N=N1)N\C(\C(F)(F)F)=N/O ((1Z)-N-(6-Chloropyridazin-3-yl)-2,2,2-trifluoro-N′-hydroxyethanimidamide). RXN SMILES: [Cl:1][C:2]1[N:7]=[N:6][C:5](/[N:8]=[C:9](\Cl)/[C:10]([F:13])([F:12])[F:11])=[CH:4][CH:3]=1.C[O:16][NH2:17]>O1CCCC1>[Cl:1][C:2]1[N:7]=[N:6][C:5]([NH:8]/[C:9](=[N:17]\[OH:16])/[C:10]([F:13])([F:12])[F:11])=[CH:4][CH:3]=1. Procedure: To a solution of 4.5 g (18 mmol) of the crude product of Step B in 150 mL tetrahydrofuran was carefully added 2 mL aqueous 50% methoxyamine. The resulting solution was stirred under nitrogen at ambient temperature. After 1 h the solution was concentrated in vacuo then dissolved in 100 mL ethyl acetate and washed sequentially with saturated aqueous sodium bicarbonate solution and saturated aqueous brine (100 mL each). The organic phase was then dried over magnesium sulfate, filtered, and evaporat... The reactants are C1=CC=CC=C1C(=O)OO (perbenzoic acid), C(C1=CC=CC=C1)C1C(C=CC=C1)(O)CC=C (o-benzyl-1-allylphenol), C(C1=CC=CC=C1)(=O)OOC(C1=CC=CC=C1)=O (benzoyl peroxide). Run at time 4 day. Isolated yield 70.1%. The product is C(C1=CC=CC=C1)OC=CCC12C(C=CC=C1)O2 (o-benzyloxyallylbenzene oxide). Procedure: 5.4 g of o-benzyl-1-allylphenol was added to 600 ml of chloroform solution containing perbenzoic acid prepared from 26.4 g of benzoyl peroxide and the mixture was allowed to stand at about 5° C for 4 days. The reslting mixture was washed with sodium hydroxide solution, water, Mohr's salt solution, then saturated sodium chloride solution, and dried over anhydrous sodium sulfate. The solvent was evaporated to obtain the residue which was distilled under reduced pressure, and there was obtained 4.1... As a reaction SMILES: C([CH:8]1[CH:13]=[CH:12][CH:11]=[CH:10][C:9]1([CH2:15][CH:16]=[CH2:17])[OH:14])C1C=CC=CC=1.[CH:18]1[C:23]([C:24](OO)=[O:25])=[CH:22][CH:21]=[CH:20][CH:19]=1.C(OOC(=O)C1C=CC=CC=1)(=O)C1C=CC=CC=1>C(Cl)(Cl)Cl>[CH2:24]([O:25][CH:17]=[CH:16][CH2:15][C:9]12[O:14][CH:10]1[CH:11]=[CH:12][CH:13]=[CH:8]2)[C:23]1[CH:18]=[CH:19][CH:20]=[CH:21][CH:22]=1. Run in C(Cl)(Cl)Cl (chloroform). The reactants are C1(CC1)CC(CC1=NC(=NC=C1)NC1=CC=NC=C1)=O (1-Cyclopropyl-3-[2-(pyridin-4-ylamino)pyrimidin-4-yl]propan-2-one), CN(C)C(OC)OC (DMF-DMA). Run at temperature 80 celsius, time 30 minute. Product: C1(CC1)CC(\C(=C/N(C)C)\C1=NC(=NC=C1)NC1=CC=NC=C1)=O ((3Z)-1-Cyclopropyl-4-(dimethylamino)-3-[2-(pyridin-4-ylamino)pyrimidin-4-yl]but-3-en-2-one). Yield: 98.7%. RXN SMILES: [CH:1]1([CH2:4][C:5](=[O:20])[CH2:6][C:7]2[CH:12]=[CH:11][N:10]=[C:9]([NH:13][C:14]3[CH:19]=[CH:18][N:17]=[CH:16][CH:15]=3)[N:8]=2)[CH2:3][CH2:2]1.[CH3:21][N:22]([CH:24](OC)OC)[CH3:23]>>[CH:1]1([CH2:4][C:5](=[O:20])/[C:6](/[C:7]2[CH:12]=[CH:11][N:10]=[C:9]([NH:13][C:14]3[CH:19]=[CH:18][N:17]=[CH:16][CH:15]=3)[N:8]=2)=[CH:21]\[N:22]([CH3:24])[CH3:23])[CH2:2][CH2:3]1. Procedure: 1-Cyclopropyl-3-[2-(pyridin-4-ylamino)pyrimidin-4-yl]propan-2-one (8) (269 mg, 1.003 mmol) was taken up in DMF-DMA (5.369 mL, 40.1 mmol) and stirred at 80° C. for 30 minutes. The solvent was evaporated and the residue partitioned between DCM and water. The organic layer was washed with saturated sodium bicarbonate and brine, dried with sodium sulfate, and concentrated in vacuo. The crude residue was purified by Biotage™ silica gel chromatography [1-13% MeOH in DCM with 1% triethylamine] to affor... The reactants are C(C)(C)(C)C=1C=C2CC[C@H](C2=CC1)NC(=O)NC1=C2C=NN(C2=CC=C1)C(CN(C)C)=O (N-[(1R)-5-tert-butyl-2,3-dihydro-1H-inden-1-yl]-N′-[1-(N,N-dimethylglycyl)-1H-indazol-4-yl]urea), Cl (HCl), C(C)OCC (diethyl ether). Solvent: C(C)(=O)OCC.C(C)OCC (ethyl acetate diethyl ether). Run at time 5 minute. Product: Cl.C(C)(C)(C)C=1C=C2CC[C@H](C2=CC1)NC(=O)NC1=C2C=NN(C2=CC=C1)C(CN(C)C)=O (N-[(1R)-5-tert-butyl-2,3-dihydro-1H-inden-1-yl]-N′-[1-(N,N-dimethylglycyl)-1H-indazol-4-yl]urea, hydrochloride salt). Reaction SMILES: [C:1]([C:5]1[CH:6]=[C:7]2[C:11](=[CH:12][CH:13]=1)[C@H:10]([NH:14][C:15]([NH:17][C:18]1[CH:26]=[CH:25][CH:24]=[C:23]3[C:19]=1[CH:20]=[N:21][N:22]3[C:27](=[O:32])[CH2:28][N:29]([CH3:31])[CH3:30])=[O:16])[CH2:9][CH2:8]2)([CH3:4])([CH3:3])[CH3:2].[ClH:33].C(OCC)C>C(OCC)(=O)C.C(OCC)C>[ClH:33].[C:1]([C:5]1[CH:6]=[C:7]2[C:11](=[CH:12][CH:13]=1)[C@H:10]([NH:14][C:15]([NH:17][C:18]1[CH:26]=[CH:25][CH:24]=[C:23]3[C:19]=1[CH:20]=[N:21][N:22]3[C:27](=[O:32])[CH2:28][N:29]([CH3:30])[CH3:31])=[O:16])[CH2:9][CH2:8]2)([CH3:4])([CH3:2])[CH3:3] |f:3.4,5.6|. Reported procedure: The solid from Example 59 was taken up in ethyl acetate/diethyl ether (1/10) (20 mL) and 2N HCl in diethyl ether (2.0 eq) was added dropwise and the mixture was stirred for 5 minutes. The reaction was concentrated in vacuo to give the title compound as a white solid. 1H NMR (DMSO-d6, 300 MHz); δ1.28 (s, 9H), 1.77-1.83 (m, 1H), 2.42-2.53 (m, 1H), 2.73-2.94 (m, 2H), 2.97 (s, 6H), 5.02 (s, 2H), 5.14-5.21 (m, 1H), 7.25-7.35 (m, 4H), 7.58 (t, J=7.80, 15.94 Hz, 1H), 7.83 (d, J=8.14 Hz, 1H), 8.03 (d, J... Reactants: C(C)(C)(C)OC([C@H]1N(CCC1)C(C(CSC(C)=O)(C(=O)OC)C)=O)=O (1-[3-(acetylthio)-2-methoxycarbonyl-methylpropanoyl]-L-proline tert-butyl ester), [OH-].[Na+] (sodium hydroxide), CO (methanol). The solvent is O (water). Reaction conditions: time 4 hour. Product: C(C)(C)(C)OC([C@H]1N(CCC1)C(C(CSC(C)=O)CC(=O)O)=O)=O (1-[3-(acetylthio)-2-carboxymethylpropanoyl]-L-proline tert-butyl ester). As a reaction SMILES: [C:1]([O:5][C:6](=[O:25])[C@@H:7]1[CH2:11][CH2:10][CH2:9][N:8]1[C:12](=[O:24])[C:13]([CH3:23])(C(OC)=O)[CH2:14][S:15][C:16](=[O:18])[CH3:17])([CH3:4])([CH3:3])[CH3:2].[OH-:26].[Na+].[CH3:28][OH:29]>O>[C:1]([O:5][C:6](=[O:25])[C@@H:7]1[CH2:11][CH2:10][CH2:9][N:8]1[C:12](=[O:24])[CH:13]([CH2:23][C:28]([OH:29])=[O:26])[CH2:14][S:15][C:16](=[O:18])[CH3:17])([CH3:2])([CH3:3])[CH3:4] |f:1.2|. Procedure: To a solution of 1-[3-(acetylthio)-2-methoxycarbonyl-methylpropanoyl]-L-proline tert-butyl ester (3.7 g) in methanol (60 ml), N sodium hydroxide (40 ml) is added. After four hours, the reaction mixture is diluted with water (100 ml) and extracted with ethyl acetate. The aqueous layer is acidified and extracted with ethyl acetate. This last ethyl acetate layer is dried and concentrated to dryness in vacuo. The residue is dissolved in a mixture of pyridine and acetic anhydride (3:1) and the soluti...